This data is from the Open Reaction Database (ORD), a public repository of structured organic reaction records. The task is: describe an organic reaction: reactants, conditions, products, and yield Starting materials: ClC1=C(C(=NC2=CC(=CC(=C12)F)F)C=1C=NC(=CC1)F)C (4-chloro-5,7-difluoro-2-(6-fluoropyridin-3-yl)-3-methylquinoline), CN(C1CNCC1)C (3-(dimethylamino)-pyrrolidine), O (water), C([O-])([O-])=O.[K+].[K+] (potassium carbonate). Run in CN(C)C=O (DMF). Conditions: temperature 100 celsius, time 19 hour. Yields the product ClC1=C(C(=NC2=CC(=CC(=C12)F)F)C=1C=CC(=NC1)N1CC(CC1)N(C)C)C (1-(5-(4-chloro-5,7-difluoro-3-methylquinolin-2-yl)pyridin-2-yl)-N,N-dimethylpyrrolidin-3-amine). Reaction SMILES: [Cl:1][C:2]1[C:11]2[C:6](=[CH:7][C:8]([F:13])=[CH:9][C:10]=2[F:12])[N:5]=[C:4]([C:14]2[CH:15]=[N:16][C:17](F)=[CH:18][CH:19]=2)[C:3]=1[CH3:21].[CH3:22][N:23]([CH3:29])[CH:24]1[CH2:28][CH2:27][NH:26][CH2:25]1.C(=O)([O-])[O-].[K+].[K+].O>CN(C=O)C>[Cl:1][C:2]1[C:11]2[C:6](=[CH:7][C:8]([F:13])=[CH:9][C:10]=2[F:12])[N:5]=[C:4]([C:14]2[CH:19]=[CH:18][C:17]([N:26]3[CH2:27][CH2:28][CH:24]([N:23]([CH3:29])[CH3:22])[CH2:25]3)=[N:16][CH:15]=2)[C:3]=1[CH3:21] |f:2.3.4|. Reported procedure: To a stirred solution of 4-chloro-5,7-difluoro-2-(6-fluoropyridin-3-yl)-3-methylquinoline (0.1 g, 0.32 mmol) in DMF (3.0 mL) was added 3-(dimethylamino)-pyrrolidine (0.041 mL, 0.32 mmol) followed by potassium carbonate (0.090 g, 0.65 mmol). The reaction was stirred at 100° C. and stirring continued for 19 h. After which, the reaction mixture was cooled to rt and water was added. The crude mixture was extracted with EtOAc and dried over magnesium sulfate and concd in vacuo. The crude material was... Starting materials: C(C)I (ethyl iodide), C(C)I (ethyl iodide), C(C)SC=1C(=NC=CC1)C(=O)NC1=NC=C(C=C1)C(F)(F)F (3-ethylsulfanyl-N-(5-trifluoromethylpyridin-2-yl)picolinamide), C([O-])([O-])=O.[K+].[K+] (potassium carbonate), C([O-])(O)=O.[Na+] (sodium bicarbonate). Solvent: CC(=O)C (acetone), O (Water), CN(C)C=O (DMF). Reaction conditions: time 1 hour. Yields the product C(C)N(C(C1=NC=CC=C1SCC)=O)C1=NC=C(C=C1)C(F)(F)F (N-ethyl-3-ethylsulfanyl-N-(5-trifluoromethylpyridin-2-yl)picolinamide). Isolated yield 48.9%. As a reaction SMILES: [CH2:1](I)[CH3:2].[CH2:4]([S:6][C:7]1[C:8]([C:13]([NH:15][C:16]2[CH:21]=[CH:20][C:19]([C:22]([F:25])([F:24])[F:23])=[CH:18][N:17]=2)=[O:14])=[N:9][CH:10]=[CH:11][CH:12]=1)[CH3:5].C(=O)([O-])[O-].[K+].[K+].C(=O)(O)[O-].[Na+]>O.CN(C=O)C.CC(C)=O>[CH2:1]([N:15]([C:16]1[CH:21]=[CH:20][C:19]([C:22]([F:24])([F:25])[F:23])=[CH:18][N:17]=1)[C:13](=[O:14])[C:8]1[C:7]([S:6][CH2:4][CH3:5])=[CH:12][CH:11]=[CH:10][N:9]=1)[CH3:2] |f:2.3.4,5.6|. Reported procedure: 0.78 g of ethyl iodide was added to a mixture of 0.32 g of 3-ethylsulfanyl-N-(5-trifluoromethylpyridin-2-yl)picolinamide (Compound of Present Invention 2), 0.21 g of potassium carbonate and 3 mL of acetone, and the mixture was stirred at room temperature for 1 hour. 3 mL of DMF was added to the reaction mixture, the mixture was stirred at 60° C. for 1 hour and then cooled to room temperature, and 1.0 g of ethyl iodide was added and then the mixture was stirred at 60° C. for 2 hours. Water and a ... Reactants: O=C(OCc1ccccc1)N1CCC(CCCBr)CC1, CCCC(C)Oc1nc(N)c2nc(OC)[nH]c2n1, O=C(O)C(F)(F)F, CCCCOc1nc(N)c2nc(OC)n(CCCC3CCCCN3C(=O)OCc3ccccc3)c2n1. The product is CCCC(C)Oc1nc(N)c2nc(OC)n(CCCC3CCN(C(=O)OCc4ccccc4)CC3)c2n1. Reaction SMILES: [Br:62][CH2:63][CH2:64][CH2:65][CH:66]1[CH2:67][CH2:68][N:69]([C:72](=[O:73])[O:74][CH2:75][c:76]2[cH:77][cH:78][cH:79][cH:80][cH:81]2)[CH2:70][CH2:71]1.[CH3:44][CH:45]([CH2:46][CH2:47][CH3:48])[O:49][c:50]1[n:51][c:52]([NH2:61])[c:53]2[n:54][c:55]([O:59][CH3:60])[nH:56][c:57]2[n:58]1.[F:37][C:38]([F:39])([F:40])[C:41]([OH:42])=[O:43].[NH2:1][c:2]1[n:3][c:4]([O:5][CH2:6][CH2:7][CH2:8][CH3:9])[n:10][c:11]2[c:12]1[n:13][c:14]([O:15][CH3:16])[n:17]2[CH2:18][CH2:19][CH2:20][CH:21]1[CH2:22][CH2:23][CH2:24][CH2:25][N:26]1[C:27]([O:28][CH2:29][c:30]1[cH:31][cH:32][cH:33][cH:34][cH:35]1)=[O:36]>>[CH3:44][CH:45]([CH2:46][CH2:47][CH3:48])[O:49][c:50]1[n:51][c:52]([NH2:61])[c:53]2[n:54][c:55]([O:59][CH3:60])[n:56]([CH2:63][CH2:64][CH2:65][CH:66]3[CH2:67][CH2:68][N:69]([C:72](=[O:73])[O:74][CH2:75][c:76]4[cH:77][cH:78][cH:79][cH:80][cH:81]4)[CH2:70][CH2:71]3)[c:57]2[n:58]1. Reactants: ClCCCC[C@@H]1N([C@@H](CC1)C1=CC=C(C=C1)F)S(=O)(=O)C1=CC=C(C=C1)C ((2S,5S)-2-(4-chloro-butyl)-5-(4-fluoro-phenyl)-1-(toluene-4-sulfonyl)-pyrrolidine), N1N=NN=C1 (1H-tetrazole), C(Cl)(Cl)Cl (chloroform). The product is FC1=CC=C(C=C1)[C@@H]1CC[C@@H](N1S(=O)(=O)C1=CC=C(C=C1)C)CCCCN1N=CN=C1 ((2S,5S)-1-{4-[5-(4-Fluoro-phenyl)-1-(toluene-4-sulfonyl)-pyrrolidin-2-yl]-butyl}-1H-[1,2,4]triazole). As a reaction SMILES: Cl[CH2:2][CH2:3][CH2:4][CH2:5][C@H:6]1[CH2:10][CH2:9][C@@H:8]([C:11]2[CH:16]=[CH:15][C:14]([F:17])=[CH:13][CH:12]=2)[N:7]1[S:18]([C:21]1[CH:26]=[CH:25][C:24]([CH3:27])=[CH:23][CH:22]=1)(=[O:20])=[O:19].[NH:28]1[CH:32]=[N:31][N:30]=N1.[CH:33](Cl)(Cl)Cl>>[F:17][C:14]1[CH:15]=[CH:16][C:11]([C@H:8]2[N:7]([S:18]([C:21]3[CH:22]=[CH:23][C:24]([CH3:27])=[CH:25][CH:26]=3)(=[O:19])=[O:20])[C@@H:6]([CH2:5][CH2:4][CH2:3][CH2:2][N:31]3[CH:32]=[N:28][CH:33]=[N:30]3)[CH2:10][CH2:9]2)=[CH:12][CH:13]=1. Procedure: The title compound, colorless oil, MS: m/e=443.3 (M+H+) and [α]D20=−72.5° (c=0.2358 in chloroform), was prepared in accordance with the general method of example 82b from (2S,5S)-2-(4-chloro-butyl)-5-(4-fluoro-phenyl)-1-(toluene-4-sulfonyl)-pyrrolidine and 1H-tetrazole.